This data is from the Open Reaction Database (ORD), a public repository of structured organic reaction records. The task is: describe an organic reaction: reactants, conditions, products, and yield Reaction conditions: temperature 35 celsius, time 3 day. Procedure: A solution of TBAF.3H2O (1.10 g, 3.48 mmol) and acetic acid (266 μl, 4.64 mmol) in DMF (4 ml) was added to a solution of 29 (430 mg, 0.58 mmol) in DMF (4 ml). The mixture was stirred for 3 days at 35° C. After dilution with Et2O the phases were separated and the organic phase washed with a 0.1 M HCl solution, saturated aqueous NaHCO3 solution and brine. The organic phase was then dried over MgSO4, filtered and concentrated. The product 40 was taken directly to the next step. Reactants: CCCC[N+](CCCC)(CCCC)CCCC.[F-] (TBAF), C(C)(=O)O (acetic acid), C(C1=CC=CC=C1)(=O)O[C@H]1[C@H](SC2=C(C=CC(=C2)C(C)(C)C)C)O[C@@H]([C@H]([C@@H]1O[Si](C)(C)C(C)(C)C)OCC1=CC=CC=C1)COCC1=CC=CC=C1 ((2-Methyl-5-tert-butylphenyl) 2-O-benzoyl-4,6-di-O-benzyl-3-O-tert-butyldimethylsilyl-1-thio-β-D-glucopyranoside). Reaction SMILES: CCCC[N+](CCCC)(CCCC)CCCC.[F-].C(O)(=O)C.[C:23]([O:31][C@@H:32]1[C@@H:49]([O:50][Si](C(C)(C)C)(C)C)[C@H:48]([O:58][CH2:59][C:60]2[CH:65]=[CH:64][CH:63]=[CH:62][CH:61]=2)[C@@H:47]([CH2:66][O:67][CH2:68][C:69]2[CH:74]=[CH:73][CH:72]=[CH:71][CH:70]=2)[O:46][C@H:33]1[S:34][C:35]1[CH:40]=[C:39]([C:41]([CH3:44])([CH3:43])[CH3:42])[CH:38]=[CH:37][C:36]=1[CH3:45])(=[O:30])[C:24]1[CH:29]=[CH:28][CH:27]=[CH:26][CH:25]=1>CN(C=O)C>[C:23]([O:31][C@@H:32]1[C@@H:49]([OH:50])[C@H:48]([O:58][CH2:59][C:60]2[CH:61]=[CH:62][CH:63]=[CH:64][CH:65]=2)[C@@H:47]([CH2:66][O:67][CH2:68][C:69]2[CH:74]=[CH:73][CH:72]=[CH:71][CH:70]=2)[O:46][C@H:33]1[S:34][C:35]1[CH:40]=[C:39]([C:41]([CH3:43])([CH3:44])[CH3:42])[CH:38]=[CH:37][C:36]=1[CH3:45])(=[O:30])[C:24]1[CH:25]=[CH:26][CH:27]=[CH:28][CH:29]=1 |f:0.1|. Yields the product C(C1=CC=CC=C1)(=O)O[C@H]1[C@H](SC2=C(C=CC(=C2)C(C)(C)C)C)O[C@@H]([C@H]([C@@H]1O)OCC1=CC=CC=C1)COCC1=CC=CC=C1 ((2-Methyl-5-tert-butylphenyl) 2-O-benzoyl-4,6-di-O-benzyl-1-thio-β-D-glucopyranoside). Run in CN(C)C=O (DMF), CN(C)C=O (DMF). Reactants: ClCCCl, CCN(CC)Cc1sc(-c2nc(-c3ccc(CCN)cc3)no2)cc1C, CCN(C(C)C)C(C)C, Cl, CN(C)C=O, On1nnc2ccccc21, O=C(O)CO. Yields the product CCN(CC)Cc1sc(-c2nc(-c3ccc(CCNC(=O)CO)cc3)no2)cc1C. As a reaction SMILES: [CH2:25]([Cl:26])[CH2:27][Cl:28].[CH2:30]([CH3:31])[N:32]([CH2:33][CH3:34])[CH2:35][c:36]1[c:37]([CH3:55])[cH:38][c:39](-[c:41]2[n:42][c:43](-[c:46]3[cH:47][cH:48][c:49]([CH2:52][CH2:53][NH2:54])[cH:50][cH:51]3)[n:44][o:45]2)[s:40]1.[CH:6]([N:7]([CH2:8][CH3:9])[CH:10]([CH3:11])[CH3:12])([CH3:13])[CH3:14].[ClH:29].[O:56]=[CH:57][N:58]([CH3:59])[CH3:60].[OH:15][n:16]1[c:17]2[c:18]([cH:19][cH:20][cH:21][cH:22]2)[n:23][n:24]1.[OH:1][CH2:2][C:3]([OH:4])=[O:5]>>[OH:1][CH2:2][C:3](=[O:5])[NH:54][CH2:53][CH2:52][c:49]1[cH:48][cH:47][c:46](-[c:43]2[n:42][c:41](-[c:39]3[cH:38][c:37]([CH3:55])[c:36]([CH2:35][N:32]([CH2:30][CH3:31])[CH2:33][CH3:34])[s:40]3)[o:45][n:44]2)[cH:51][cH:50]1. Reactants: [O-]CC.[Na+] (sodium ethoxide), Cl (HCl), [Na] (sodium), COC1=C(C=O)C=CC=C1OC (2,3-dimethoxybenzaldehyde), N(=[N+]=[N-])CC(=O)OCC (ethyl azidoacetate). Run in O (water), C(C)O (ethanol). Reaction conditions: temperature -30 celsius, time 2 hour. The product is N(=[N+]=[N-])C(C(=O)OCC)=CC1=C(C(=CC=C1)OC)OC (Ethyl 2-azido-3-(2,3-dimethoxyphenyl)acrylate). The yield is 70.4%. RXN SMILES: [O-]CC.[Na+].[Na].[CH3:6][O:7][C:8]1[C:15]([O:16][CH3:17])=[CH:14][CH:13]=[CH:12][C:9]=1[CH:10]=O.[N:18]([CH2:21][C:22]([O:24][CH2:25][CH3:26])=[O:23])=[N+:19]=[N-:20].Cl>O.C(O)C>[N:18]([C:21](=[CH:10][C:9]1[CH:12]=[CH:13][CH:14]=[C:15]([O:16][CH3:17])[C:8]=1[O:7][CH3:6])[C:22]([O:24][CH2:25][CH3:26])=[O:23])=[N+:19]=[N-:20] |f:0.1,^1:4|. Procedure: A sodium ethoxide solution, prepared using 80 ml of absolute ethanol and 2.76 g of sodium, is cooled to −30° C., under nitrogen. 4.99 g of 2,3-dimethoxybenzaldehyde and 15.5 g of ethyl azidoacetate are added and the mixture is then left stirring between −20° C. and −10° C. for 2 hours. The reaction medium is poured into 250 ml of water containing 25 ml of concentrated HCl. The precipitate formed is filtered off, washed with water and then dissolved in ether. This solution is dried over Na2SO4 an... Reactants: C(C)(=O)C=1C(N(C=C(C1)CC1=C(C=C(C=C1)F)F)CC1=C(C=CC=C1)F)=O (3-acetyl-5-(2,4-difluorobenzyl)-1-(2-fluorobenzyl)pyridin-2(1H)-one), CC(C)([O-])C.[Na+] (sodium t-butoxide), C(C(=O)OC)(=O)OC (dimethyl oxalate), Cl (HCl). Solvent: C1CCOC1 (THF), C1CCOC1 (THF), C1CCOC1 (THF). Conditions: time 30 minute. The product is FC1=C(CC=2C=C(C(N(C2)CC2=C(C=CC=C2)F)=O)C(C=C(C(=O)OC)O)=O)C=CC(=C1)F (methyl 4-(5-(2,4-difluorobenzyl)-1-(2-fluorobenzyl)-2-oxo-1,2-dihydropyridin-3-yl)-2-hydroxy-4-oxobut-2-enoate). As a reaction SMILES: CC(C)([O-])C.[Na+].[C:7]([O:13][CH3:14])(=[O:12])[C:8]([O:10]C)=O.[C:15]([C:18]1[C:19](=[O:41])[N:20]([CH2:33][C:34]2[CH:39]=[CH:38][CH:37]=[CH:36][C:35]=2[F:40])[CH:21]=[C:22]([CH2:24][C:25]2[CH:30]=[CH:29][C:28]([F:31])=[CH:27][C:26]=2[F:32])[CH:23]=1)(=[O:17])[CH3:16].Cl>C1COCC1>[F:32][C:26]1[CH:27]=[C:28]([F:31])[CH:29]=[CH:30][C:25]=1[CH2:24][C:22]1[CH:23]=[C:18]([C:15](=[O:17])[CH:16]=[C:8]([OH:10])[C:7]([O:13][CH3:14])=[O:12])[C:19](=[O:41])[N:20]([CH2:33][C:34]2[CH:39]=[CH:38][CH:37]=[CH:36][C:35]=2[F:40])[CH:21]=1 |f:0.1|. Procedure: To a stirred solution of sodium t-butoxide (4.49 g, 45.3 mmol) in anhydrous THF (230 ml) was added dimethyl oxalate (5.41 g, 45.3 mmol) in anhydrous THF (60 ml) under argon condition. The mixture was stirred at room temperature for 30 min and a solution of 3-acetyl-5-(2,4-difluorobenzyl)-1-(2-fluorobenzyl)pyridin-2(1H)-one 6 (4.21 g, 11.3 mmol) in THF (60 ml) was added. The reaction mixture was stirred at room temperature for 3 h and then cooled in ice bath, and then 1N HCl (230 ml) was added in... Reactants: ClC1=NC=C(C(=N1)Cl)C(=O)OC (2,4-Dichloro-5-pyrimidinecarboxylic acid, methyl ester), C(C)(C)(C)OC(CN)=O (glycine tert-butyl ester), C(C)(C)N(C(C)C)CC (N,N-diisopropylethylamine). The solvent is CN(C=O)C (dimethylformamide). Run at time 4 hour. Yields the product ClC1=NC=C(C(=N1)NCC(=O)OC(C)(C)C)C(=O)OC (2-Chloro-4-[[[1,1-dimethylethoxy]carbonylmethyl]amino]-5-pyrimidinecarboxylic acid, methyl ester). As a reaction SMILES: [Cl:1][C:2]1[N:7]=[C:6](Cl)[C:5]([C:9]([O:11][CH3:12])=[O:10])=[CH:4][N:3]=1.[C:13]([O:17][C:18](=[O:21])[CH2:19][NH2:20])([CH3:16])([CH3:15])[CH3:14].C(N(CC)C(C)C)(C)C>CN(C)C=O>[Cl:1][C:2]1[N:7]=[C:6]([NH:20][CH2:19][C:18]([O:17][C:13]([CH3:16])([CH3:15])[CH3:14])=[O:21])[C:5]([C:9]([O:11][CH3:12])=[O:10])=[CH:4][N:3]=1. Procedure: A mixture of the product of step (i) (1.73 g), glycine tert-butyl ester (1.4 g) and N,N-diisopropylethylamine (2.6 ml) in dimethylformamide (20 ml) was stirred at room temperature. After 4 hours, the reaction mixture was partitioned between 2M HCl and ethyl acetate. The organic phase was washed with water, dried (MgSO4) and evaporated under reduced pressure. Purification was by chromatography eluting with 5% ethyl acetate in toluene. Yield 1.5 g. The reactants are C, CC(C)(C)OC(=O)c1ccc(-c2ccccc2)cc1NC(=O)c1ccc(-c2cccnc2)cc1OCc1ccccc1, CCOC(C)=O, CO, C1COCCO1, [Pd]. Product: CC(C)(C)OC(=O)c1ccc(-c2ccccc2)cc1NC(=O)c1ccc(-c2cccnc2)cc1O. Reaction SMILES: [C:57].[CH2:1]([c:2]1[cH:3][cH:4][cH:5][cH:6][cH:7]1)[O:8][c:9]1[c:10]([C:11](=[O:12])[NH:13][c:14]2[c:15]([C:16](=[O:17])[O:18][C:19]([CH3:20])([CH3:21])[CH3:22])[cH:23][cH:24][c:25](-[c:27]3[cH:28][cH:29][cH:30][cH:31][cH:32]3)[cH:26]2)[cH:33][cH:34][c:35](-[c:37]2[cH:38][n:39][cH:40][cH:41][cH:42]2)[cH:36]1.[CH3:43][CH2:44][O:45][C:46](=[O:47])[CH3:48].[CH3:49][OH:50].[O:51]1[CH2:52][CH2:53][O:54][CH2:55][CH2:56]1.[Pd:58]>>[OH:8][c:9]1[c:10]([C:11](=[O:12])[NH:13][c:14]2[c:15]([C:16](=[O:17])[O:18][C:19]([CH3:20])([CH3:21])[CH3:22])[cH:23][cH:24][c:25](-[c:27]3[cH:28][cH:29][cH:30][cH:31][cH:32]3)[cH:26]2)[cH:33][cH:34][c:35](-[c:37]2[cH:38][n:39][cH:40][cH:41][cH:42]2)[cH:36]1. Starting materials: CC(CC)OC1=CC=C(OCC(CO)O)C=C1 (3-[4-(1-methylpropoxy)phenoxy]-1,2-propanediol), CC(=O)C (acetone), C1(=CC=C(C=C1)S(=O)(=O)O)C (p-toluenesulfonic acid). Solvent: petroleum ether, O (Water). Product: CC1(OCC(O1)COC1=CC=C(C=C1)OC(CC)C)C (2,2-dimethyl-4-[4-(1-methylpropoxy)phenoxymethyl]-1,3-dioxolane). As a reaction SMILES: [CH3:1][CH:2]([O:5][C:6]1[CH:17]=[CH:16][C:9]([O:10][CH2:11][CH:12]([OH:15])[CH2:13][OH:14])=[CH:8][CH:7]=1)[CH2:3][CH3:4].[CH3:18][C:19]([CH3:21])=O.C1(C)C=CC(S(O)(=O)=O)=CC=1>O>[CH3:18][C:19]1([CH3:21])[O:15][CH:12]([CH2:11][O:10][C:9]2[CH:16]=[CH:17][C:6]([O:5][CH:2]([CH3:1])[CH2:3][CH3:4])=[CH:7][CH:8]=2)[CH2:13][O:14]1. Procedure: A mixture of 3-[4-(1-methylpropoxy)phenoxy]-1,2-propanediol (1.0 g, 4.2 mmol), acetone (0.24 g, 4.2 mmol) and p-toluenesulfonic acid (0.03 g) in 20 ml of petroleum ether is heated under reflux for 7 hours. Water generated from the reaction is removed. The final solution is concentrated to remove the solvent and the product is purified by column chromatography to give 2,2-dimethyl-4-[4-(1-methylpropoxy)phenoxymethyl]-1,3-dioxolane, MS m/e 280 (M+).